This data is from the Open Reaction Database (ORD), a public repository of structured organic reaction records. The task is: describe an organic reaction: reactants, conditions, products, and yield Reactants: CC(C)(C)CNc1nc(C#N)ncc1C(=O)O, CCN=C=NCCCN(C)C, Cc1cc(N)n(-c2ccccc2)n1, CCOC(C)=O, CCCCCC, CN(C)C=O, On1nnc2ccccc21. The product is Cc1cc(NC(=O)c2cnc(C#N)nc2NCC(C)(C)C)n(-c2ccccc2)n1. RXN SMILES: [C:1](#[N:2])[c:3]1[n:4][cH:5][c:6]([C:15](=[O:16])[OH:17])[c:7]([NH:9][CH2:10][C:11]([CH3:12])([CH3:13])[CH3:14])[n:8]1.[CH2:41]([N:42]=[C:43]=[N:44][CH2:45][CH2:46][CH2:47][N:48]([CH3:49])[CH3:50])[CH3:51].[CH3:18][c:19]1[cH:20][c:21]([NH2:30])[n:22](-[c:24]2[cH:25][cH:26][cH:27][cH:28][cH:29]2)[n:23]1.[CH3:57][CH2:58][O:59][C:60](=[O:61])[CH3:62].[CH3:63][CH2:64][CH2:65][CH2:66][CH2:67][CH3:68].[O:52]=[CH:53][N:54]([CH3:55])[CH3:56].[OH:31][n:32]1[c:33]2[cH:34][cH:35][cH:36][cH:37][c:38]2[n:39][n:40]1>>[C:1](#[N:2])[c:3]1[n:4][cH:5][c:6]([C:15](=[O:17])[NH:30][c:21]2[cH:20][c:19]([CH3:18])[n:23][n:22]2-[c:24]2[cH:25][cH:26][cH:27][cH:28][cH:29]2)[c:7]([NH:9][CH2:10][C:11]([CH3:12])([CH3:13])[CH3:14])[n:8]1. Reactants: CCC(O)(CC(=O)OC(C)(C)C)c1cc[nH]c(=O)c1, OCc1cc2cc(OCc3ccccc3)c(F)cc2nc1I, CCCCP(CCCC)CCCC, CCOC(=O)N=NC(=O)OCC, C1CCOC1. The product is CCC(O)(CC(=O)OC(C)(C)C)c1ccn(Cc2cc3cc(OCc4ccccc4)c(F)cc3nc2I)c(=O)c1. Reaction SMILES: [C:23]([CH3:24])([CH3:25])([CH3:26])[O:27][C:28]([CH2:29][C:30]([CH2:31][CH3:32])([c:33]1[cH:34][c:35](=[O:39])[nH:36][cH:37][cH:38]1)[OH:40])=[O:41].[CH2:1]([c:2]1[cH:3][cH:4][cH:5][cH:6][cH:7]1)[O:8][c:9]1[cH:10][c:11]2[cH:12][c:13]([CH2:21][OH:22])[c:14]([I:20])[n:15][c:16]2[cH:17][c:18]1[F:19].[CH2:42]([P:43]([CH2:44][CH2:45][CH2:46][CH3:47])[CH2:48][CH2:49][CH2:50][CH3:51])[CH2:52][CH2:53][CH3:54].[O:55]=[C:56]([O:57][CH2:58][CH3:59])[N:60]=[N:61][C:62]([O:63][CH2:64][CH3:65])=[O:66].[O:67]1[CH2:68][CH2:69][CH2:70][CH2:71]1>>[CH2:1]([c:2]1[cH:3][cH:4][cH:5][cH:6][cH:7]1)[O:8][c:9]1[cH:10][c:11]2[cH:12][c:13]([CH2:21][n:36]3[c:35](=[O:39])[cH:34][c:33]([C:30]([CH2:29][C:28]([O:27][C:23]([CH3:24])([CH3:25])[CH3:26])=[O:41])([CH2:31][CH3:32])[OH:40])[cH:38][cH:37]3)[c:14]([I:20])[n:15][c:16]2[cH:17][c:18]1[F:19]. Reactants: CC1=CC=CC=2C1=NC=1C(=CN(C(C1C2)=O)C2=CC=C(C=C2)B2OC(C(O2)(C)C)(C)C)C(=O)O (6-Methyl-1-oxo-2-[4-(4,4,5,5-tetramethyl-[1,3,2]dioxaborolan-2-yl)phenyl]-1,2-dihydrobenzo[b][1,6]naphthyridine-4-carboxylic acid), C1=CN(C=N1)C(=O)N2C=CN=C2 (CDI). Conditions: temperature 100 celsius. Yields the product CN(CCNC(=O)C1=CN(C(C=2C=C3C(=NC12)C(=CC=C3)C)=O)C3=CC=C(C=C3)B3OC(C(O3)(C)C)(C)C)C (N-[2-(dimethylamino)ethyl]-6-methyl-1-oxo-2-[4-(4,4,5,5-tetramethyl-[1,3,2]dioxaborolan-2-yl)phenyl]1,2-dihydrobenzo[b][1,6]naphthyridine-4-carboxamide). Yield: 74.0%. As a reaction SMILES: [CH3:1][C:2]1[C:7]2=[N:8][C:9]3[C:10]([C:32]([OH:34])=O)=[CH:11][N:12]([C:17]4[CH:22]=[CH:21][C:20]([B:23]5[O:27][C:26]([CH3:29])([CH3:28])[C:25]([CH3:31])([CH3:30])[O:24]5)=[CH:19][CH:18]=4)[C:13](=[O:16])[C:14]=3[CH:15]=[C:6]2[CH:5]=[CH:4][CH:3]=1.[CH:35]1[N:39]=[CH:38][N:37]([C:40](N2C=NC=C2)=O)[CH:36]=1>>[CH3:38][N:37]([CH3:40])[CH2:36][CH2:35][NH:39][C:32]([C:10]1[C:9]2[N:8]=[C:7]3[C:2]([CH3:1])=[CH:3][CH:4]=[CH:5][C:6]3=[CH:15][C:14]=2[C:13](=[O:16])[N:12]([C:17]2[CH:22]=[CH:21][C:20]([B:23]3[O:27][C:26]([CH3:29])([CH3:28])[C:25]([CH3:31])([CH3:30])[O:24]3)=[CH:19][CH:18]=2)[CH:11]=1)=[O:34]. Procedure details: From acid 18p, carried out under nitrogen, with a reflux time of 48 h and a recharge with an equal amount of CDI after 24 h. When the amination reaction was complete, the volatiles were removed at reduced pressure with heat (−0.3 mmHg, 100° C., 20 min) and residual N,N-dimethylethylenediamine was removed by azeotropic distillation with toluene (×3). The residue was then boiled in toluene and, while hot, decanted from a brown oil. The toluene was removed at reduced pressure, and the residue was r... Starting materials: ClP(Cl)(Cl)(Cl)Cl, O=C(O)c1ccc([N+](=O)[O-])c(Oc2ccc(F)cc2F)c1, c1ccccc1. Yields the product O=C(Cl)c1ccc([N+](=O)[O-])c(Oc2ccc(F)cc2F)c1. As a reaction SMILES: [Cl:22][P:23]([Cl:24])([Cl:25])([Cl:26])[Cl:27].[F:1][c:2]1[c:3]([O:4][c:5]2[cH:6][c:7]([C:8](=[O:9])[OH:10])[cH:11][cH:12][c:13]2[N+:14](=[O:15])[O-:16])[cH:17][cH:18][c:19]([F:21])[cH:20]1.[cH:28]1[cH:29][cH:30][cH:31][cH:32][cH:33]1>>[F:1][c:2]1[c:3]([O:4][c:5]2[cH:6][c:7]([C:8](=[O:9])[Cl:22])[cH:11][cH:12][c:13]2[N+:14](=[O:15])[O-:16])[cH:17][cH:18][c:19]([F:21])[cH:20]1. The product is O=C1N(C(C2=CC=CC=C12)=O)C1C(N(CSCC1)CC(=O)O)=O ([5-(1,3-Dioxo-1,3-dihydro-2H-isoindol-2-yl)-4-oxo-1,3-thiazepan-3-yl]acetic acid). Procedure: To a solution of ethyl[5-(1,3-dioxo-1,3-dihydro-2H-isoindol-2-yl)-4-oxo-1,3-thiazepan-3-yl]acetate (181 mg, 0.50 mmol) [Karanewsky U.S. Pat. No. 4,460,579] in THF (2 mL) is added 1.0 N aqueous LiOH (0.55 mL, 0.55 mmol) and the reaction mixture is stirred at ambient temperature for 6 h. The reaction mixture is purified directly by HPLC using a reversed phase C18 column and eluting with a gradient of H2O:CH3CN:CF3CO2H—90:10:0.1 to 5:95:0.1. The pure, product-containing fractions are combined and c... As a reaction SMILES: C([O:3][C:4](=[O:25])[CH2:5][N:6]1[C:12](=[O:13])[CH:11]([N:14]2[C:22](=[O:23])[C:21]3[C:16](=[CH:17][CH:18]=[CH:19][CH:20]=3)[C:15]2=[O:24])[CH2:10][CH2:9][S:8][CH2:7]1)C.[Li+].[OH-]>C1COCC1>[O:23]=[C:22]1[C:21]2[C:16](=[CH:17][CH:18]=[CH:19][CH:20]=2)[C:15](=[O:24])[N:14]1[CH:11]1[CH2:10][CH2:9][S:8][CH2:7][N:6]([CH2:5][C:4]([OH:25])=[O:3])[C:12]1=[O:13] |f:1.2|. Run in C1CCOC1 (THF). Conditions: time 6 hour. Starting materials: [Li+].[OH-] (LiOH), C(C)OC(CN1CSCCC(C1=O)N1C(C2=CC=CC=C2C1=O)=O)=O (ethyl[5-(1,3-dioxo-1,3-dihydro-2H-isoindol-2-yl)-4-oxo-1,3-thiazepan-3-yl]acetate). Reactants: CN(C)C=O, NCC(=O)Nc1ccncc1, O=C(O)CN1CCCC1=O, O. The product is O=C(CN1CCCC1=O)NCC(=O)Nc1ccncc1. Reaction SMILES: [CH3:23][N:24]([CH3:25])[CH:26]=[O:27].[NH2:11][CH2:12][C:13](=[O:14])[NH:15][c:16]1[cH:17][cH:18][n:19][cH:20][cH:21]1.[O:1]=[C:2]1[N:3]([CH2:7][C:8](=[O:9])[OH:10])[CH2:4][CH2:5][CH2:6]1.[OH2:22]>>[O:1]=[C:2]1[N:3]([CH2:7][C:8](=[O:10])[NH:11][CH2:12][C:13](=[O:14])[NH:15][c:16]2[cH:17][cH:18][n:19][cH:20][cH:21]2)[CH2:4][CH2:5][CH2:6]1. Reactants: CCCC[N+](CCCC)(CCCC)CCCC.[F-] (TBAF), C1(=CC=CC=C1)S(=O)(=O)N1C2=C(C3=CC(=CC=C13)C1=CC=C(C=C1)OC)C=C(C=N2)Cl (9-benzenesulfonyl-3-chloro-6-(4-methoxyphenyl)-9H-pyrido[2,3-b]indole), CO (MeOH). The solvent is C1CCOC1 (THF), C1CCOC1 (THF). The product is ClC1=CC2=C(NC3=CC=C(C=C23)C2=CC=C(C=C2)OC)N=C1 (3-chloro-6-(4-methoxyphenyl)-9H-pyrido[2,3-b]indole). Yield: 85.0%. RXN SMILES: CCCC[N+](CCCC)(CCCC)CCCC.[F-].C1(S([N:28]2[C:36]3[C:31](=[CH:32][C:33]([C:37]4[CH:42]=[CH:41][C:40]([O:43][CH3:44])=[CH:39][CH:38]=4)=[CH:34][CH:35]=3)[C:30]3[CH:45]=[C:46]([Cl:49])[CH:47]=[N:48][C:29]2=3)(=O)=O)C=CC=CC=1.CO>C1COCC1>[Cl:49][C:46]1[CH:47]=[N:48][C:29]2[NH:28][C:36]3[C:31]([C:30]=2[CH:45]=1)=[CH:32][C:33]([C:37]1[CH:38]=[CH:39][C:40]([O:43][CH3:44])=[CH:41][CH:42]=1)=[CH:34][CH:35]=3 |f:0.1|. Procedure: At room temperature and under inert atmosphere, 1.0 M TBAF in THF (1.9 mL, 5 equiv.) was added a solution of 9-benzenesulfonyl-3-chloro-6-(4-methoxyphenyl)-9H-pyrido[2,3-b]indole (26) (169 mg, 0.376 mmol) in anhydrous THF (17 mL). The solution was refluxed for 2 h. The resulting mixture was then cautiously quenched at 0° C. with H2O. The mixture was extracted with EtOAc (3×10 mL). The resulting organic layers were dried over MgSO4, filtered, and solvents were removed under reduced pressure. The ... The reactants are solid, Cl.O1COC2=C1C=CC=C2C2CCN(CC2)CC[C@@H]2CC[C@H](CC2)N (Trans-4-[2-(4-Benzo[1,3]dioxol-4-yl-piperidin-1-yl)-ethyl]-cyclohexylamine hydrochloride), Cl.O1COC2=C1C=CC=C2C2CCN(CC2)CC[C@@H]2CC[C@H](CC2)N (Trans-4-[2-(4-Benzo[1,3]dioxol-4-yl-piperidin-1-yl)-ethyl]-cyclohexylamine hydrochloride), C1(CC1)CC(=O)O (2-cyclopropylacetic acid). Yields the product O1COC2=C1C=CC=C2C2CCN(CC2)CC[C@@H]2CC[C@H](CC2)NC(CC2CC2)=O (Trans-N-{4-[2-(4-Benzo[1,3]dioxol-4-yl-piperidin-1-yl)-ethyl]-cyclohexyl}-2-cyclopropyl-acetamide). As a reaction SMILES: Cl.[O:2]1[C:6]2[CH:7]=[CH:8][CH:9]=[C:10]([CH:11]3[CH2:16][CH2:15][N:14]([CH2:17][CH2:18][C@H:19]4[CH2:24][CH2:23][C@H:22]([NH2:25])[CH2:21][CH2:20]4)[CH2:13][CH2:12]3)[C:5]=2[O:4][CH2:3]1.[CH:26]1([CH2:29][C:30](O)=[O:31])[CH2:28][CH2:27]1>>[O:2]1[C:6]2[CH:7]=[CH:8][CH:9]=[C:10]([CH:11]3[CH2:16][CH2:15][N:14]([CH2:17][CH2:18][C@H:19]4[CH2:20][CH2:21][C@H:22]([NH:25][C:30](=[O:31])[CH2:29][CH:26]5[CH2:28][CH2:27]5)[CH2:23][CH2:24]4)[CH2:13][CH2:12]3)[C:5]=2[O:4][CH2:3]1 |f:0.1|. Reported procedure: The title compound, white solid (22.4 mg, 67.9%), MS (ISP) m/z=413.5 [(M+H)+], was prepared in accordance with the general method of example 1 from Trans-4-[2-(4-Benzo[1,3]dioxol-4-yl-piperidin-1-yl)-ethyl]-cyclohexylamine hydrochloride (intermediate A) (29.4 mg, 0.080 mmol) and 2-cyclopropylacetic acid. Reactants: C(C)(=O)N1C(C(C2=CC=C(C=C12)C(=O)OC)=C(C1=CC=CC=C1)OCC)=O (1-acetyl-3-(1-ethoxy-1-phenylmethylene)-6-methoxycarbonyl-2-indolinone), N1(C=NC=C1)CC1=CC=C(N)C=C1 (4-(imidazol-1-yl-methyl)-aniline). Yields the product N1(C=NC=C1)CC1=CC=C(N\C(\C2=CC=CC=C2)=C\2/C(NC3=CC(=CC=C23)C(=O)OC)=O)C=C1 (3-Z-[1-(4-(imidazol-1-yl-methyl)-anilino)-1-phenyl-methylene]-6-methoxycarbonyl-2-indolinone). Reaction SMILES: C([N:4]1[C:12]2[C:7](=[CH:8][CH:9]=[C:10]([C:13]([O:15][CH3:16])=[O:14])[CH:11]=2)[C:6](=[C:17](OCC)[C:18]2[CH:23]=[CH:22][CH:21]=[CH:20][CH:19]=2)[C:5]1=[O:27])(=O)C.[N:28]1([CH2:33][C:34]2[CH:40]=[CH:39][C:37]([NH2:38])=[CH:36][CH:35]=2)[CH:32]=[CH:31][N:30]=[CH:29]1>>[N:28]1([CH2:33][C:34]2[CH:35]=[CH:36][C:37]([NH:38]/[C:17](=[C:6]3\[C:5](=[O:27])[NH:4][C:12]4[C:7]\3=[CH:8][CH:9]=[C:10]([C:13]([O:15][CH3:16])=[O:14])[CH:11]=4)/[C:18]3[CH:19]=[CH:20][CH:21]=[CH:22][CH:23]=3)=[CH:39][CH:40]=2)[CH:32]=[CH:31][N:30]=[CH:29]1. Procedure: Prepared from 1-acetyl-3-(1-ethoxy-1-phenylmethylene)-6-methoxycarbonyl-2-indolinone and 4-(imidazol-1-yl-methyl)-aniline Rf value: 0.4 (silica gel, methylene chloride/methanol/ammonia=10:1:0.01) C27H22N4O3 Yields the product COC1=CC=C(OCCCNCC2=CC(=CC=C2)O)C=C1 (N-(3-(4-methoxyphenoxy)propyl)-3-hydroxybenzylamine). Run in CO (methanol), CO (methanol). Procedure details: 3-(4-Methoxyphenoxy)propylamine (10.0 g) was dissolved in methanol (50 mL) at room temperature, a solution of 3-hydroxybenzaldehyde (6.7 g) in methanol (50 mL) was added dropwise within 5 minutes at water temperature (about 20° C.), and then the resulting mixture was stirred at room temperature for 20 hours. Then, sodium borohydride (2.1 g)/water (100 mL) was added dropwise at water temperature (about 20° C.) for 5 minutes, and the mixture was stirred at room temperature for 12 hours. Precipitat... Starting materials: [BH4-].[Na+] (sodium borohydride), O (water), O (water), OC=1C=C(C=O)C=CC1 (3-hydroxybenzaldehyde), O (water), COC1=CC=C(OCCCN)C=C1 (3-(4-Methoxyphenoxy)propylamine). Reaction conditions: time 20 hour. Reaction SMILES: [CH3:1][O:2][C:3]1[CH:13]=[CH:12][C:6]([O:7][CH2:8][CH2:9][CH2:10][NH2:11])=[CH:5][CH:4]=1.[OH:14][C:15]1[CH:16]=[C:17]([CH:20]=[CH:21][CH:22]=1)[CH:18]=O.O.[BH4-].[Na+]>CO>[CH3:1][O:2][C:3]1[CH:13]=[CH:12][C:6]([O:7][CH2:8][CH2:9][CH2:10][NH:11][CH2:18][C:17]2[CH:20]=[CH:21][CH:22]=[C:15]([OH:14])[CH:16]=2)=[CH:5][CH:4]=1 |f:3.4|.